The task is: describe an organic reaction: reactants, conditions, products, and yield. This data is from the Open Reaction Database (ORD), a public repository of structured organic reaction records. Starting materials: CCOc1cc(N)cc(OC(C)=O)c1OCC, CCN(CC)c1ccccc1, Cc1ccccc1, CC(C)OC(=O)Cl. Product: CCOc1cc(NC(=O)OC(C)C)cc(OC(C)=O)c1OCC. As a reaction SMILES: [C:1]([CH3:2])(=[O:3])[O:4][c:5]1[cH:6][c:7]([NH2:8])[cH:9][c:10]([O:15][CH2:16][CH3:17])[c:11]1[O:12][CH2:13][CH3:14].[CH2:18]([N:19]([CH2:20][CH3:21])[c:22]1[cH:23][cH:24][cH:25][cH:26][cH:27]1)[CH3:28].[CH3:36][c:37]1[cH:38][cH:39][cH:40][cH:41][cH:42]1.[Cl:29][C:30](=[O:31])[O:32][CH:33]([CH3:34])[CH3:35]>>[C:1]([CH3:2])(=[O:3])[O:4][c:5]1[cH:6][c:7]([NH:8][C:30](=[O:31])[O:32][CH:33]([CH3:34])[CH3:35])[cH:9][c:10]([O:15][CH2:16][CH3:17])[c:11]1[O:12][CH2:13][CH3:14]. The reactants are OC1=CC=NC2=C(C=C(C=C12)F)F (4-Hydroxy-6,8-difluoro-quinoline), O=P(Cl)(Cl)Cl (POCl3). Yields the product ClC1=CC=NC2=C(C=C(C=C12)F)F (4-Chloro-6,8-difluoro-quinoline). RXN SMILES: O[C:2]1[C:11]2[C:6](=[C:7]([F:13])[CH:8]=[C:9]([F:12])[CH:10]=2)[N:5]=[CH:4][CH:3]=1.O=P(Cl)(Cl)[Cl:16]>>[Cl:16][C:2]1[C:11]2[C:6](=[C:7]([F:13])[CH:8]=[C:9]([F:12])[CH:10]=2)[N:5]=[CH:4][CH:3]=1. Procedure details: (4-Hydroxy-6,8-difluoro-quinoline, 29.1 g, 0.160 mol) was dissolved in POCl3(183 mL) and heated at reflux for 12 h. On complete consumption of starting material (tic) the contents were brought to RT and excess POCl3 was removed under reduced pressure. Crude mass was azeotroped with toluene and product was diluted with ethyl acetate, organics were washed with sodium bicarbonate and solvent removed under reduced pressure. Crude product was purified by column chromatography at 100-200 mesh size sil... Reactants: ClCCl, O=C(O)C(F)(F)F, Cc1ccc(S(=O)(=O)n2nc(NC(=O)OC(C)(C)C)c3c2CC(c2ccccc2)(c2ccccc2)C=C3)cc1. Product: Cc1ccc(S(=O)(=O)n2nc(N)c3c2CC(c2ccccc2)(c2ccccc2)C=C3)cc1. RXN SMILES: [Cl:47][CH2:48][Cl:49].[OH:1][C:2]([C:3]([F:4])([F:5])[F:6])=[O:7].[c:8]1([C:14]2([c:41]3[cH:42][cH:43][cH:44][cH:45][cH:46]3)[CH:15]=[CH:16][c:17]3[c:18]([NH:33][C:34](=[O:35])[O:36][C:37]([CH3:38])([CH3:39])[CH3:40])[n:19][n:20]([S:23](=[O:24])(=[O:25])[c:26]4[cH:27][cH:28][c:29]([CH3:32])[cH:30][cH:31]4)[c:21]3[CH2:22]2)[cH:9][cH:10][cH:11][cH:12][cH:13]1>>[c:8]1([C:14]2([c:41]3[cH:42][cH:43][cH:44][cH:45][cH:46]3)[CH:15]=[CH:16][c:17]3[c:18]([NH2:33])[n:19][n:20]([S:23](=[O:24])(=[O:25])[c:26]4[cH:27][cH:28][c:29]([CH3:32])[cH:30][cH:31]4)[c:21]3[CH2:22]2)[cH:9][cH:10][cH:11][cH:12][cH:13]1. Reactants: Cl.C(C1=CC=CC=C1)OC=1C(=NC=C(C1)Br)NC=1SC=C(N1)C (3-(benzyloxy)-5-bromo-N-(4-methylthiazol-2-yl)pyridin-2-amine hydrochloride), [Li]C (MeLi), C(CCC)[Li] (butyllithium), ClC(C(Cl)(Cl)Cl)(Cl)Cl (perchloroethane). Yields the product Cl.C(C1=CC=CC=C1)OC=1C(=NC=C(C1)Cl)NC=1SC=C(N1)C (3-(benzyloxy)-5-chloro-N-(4-methylthiazol-2-yl)pyridin-2-amine hydrochloride). The yield is 27.2%. As a reaction SMILES: Cl.[CH2:2]([O:9][C:10]1[C:11]([NH:17][C:18]2[S:19][CH:20]=[C:21]([CH3:23])[N:22]=2)=[N:12]C=C(Br)[CH:15]=1)[C:3]1[CH:8]=[CH:7][CH:6]=[CH:5][CH:4]=1.[Li]C.C([Li])CCC.[Cl:31][C:32]([Cl:38])(Cl)[C:33](Cl)(Cl)Cl>>[ClH:31].[CH2:2]([O:9][C:10]1[C:11]([NH:17][C:18]2[S:19][CH:20]=[C:21]([CH3:23])[N:22]=2)=[N:12][CH:33]=[C:32]([Cl:38])[CH:15]=1)[C:3]1[CH:8]=[CH:7][CH:6]=[CH:5][CH:4]=1 |f:0.1,5.6|. Procedure details: 3-(Benzyloxy)-5-bromo-N-(4-methylthiazol-2-yl)pyridin-2-amine (prepared according to Example 1; 0.225 g, 0.598 mmol), MeLi (0.467 mL, 0.747 mmol), butyllithium (0.299 mL, 0.747 mmol), and perchloroethane (0.991 g, 4.19 mmol) were reacted according to the method of Example 7 to provide 3-(benzyloxy)-5-chloro-N-(4-methylthiazol-2-yl)pyridin-2-amine hydrochloride (0.060 g, 30.2% yield). 1H NMR (CDCl3) δ 12.43 (bs, 1H), 7.91 (d, 1H), 7.59 (m, 2H), 7.41 (m, 2H), 7.33 (m, 1H), 7.20 (d, 1H), 6.41 (s, 1... Starting materials: Cc1cc(Br)sn1, C1CCOC1, CC(C)[Mg+], [Cl-], [Cl-], [Cl-], COc1cnc2ccc(Cc3nnc4ccc(I)nn34)cc2c1, CC(=O)[O-], CC(=O)[O-], [Pd+2], [Zn+2], CC1(C)c2cccc(P(c3ccccc3)c3ccccc3)c2Oc2c(P(c3ccccc3)c3ccccc3)cccc21. The product is COc1cnc2ccc(Cc3nnc4ccc(-c5cc(C)ns5)nn34)cc2c1. Reaction SMILES: [Br:1][c:2]1[cH:3][c:4]([CH3:7])[n:5][s:6]1.[CH2:78]1[O:79][CH2:80][CH2:81][CH2:82]1.[CH:9]([Mg+:10])([CH3:11])[CH3:12].[Cl-:83].[Cl-:84].[Cl-:8].[I:13][c:14]1[cH:15][cH:16][c:17]2[n:18]([n:19]1)[c:20]([CH2:23][c:24]1[cH:25][c:26]3[cH:27][c:28]([O:34][CH3:35])[cH:29][n:30][c:31]3[cH:32][cH:33]1)[n:21][n:22]2.[O-:87][C:88]([CH3:89])=[O:90].[O-:91][C:92]([CH3:93])=[O:94].[Pd+2:86].[Zn+2:85].[c:36]1([P:37]([c:38]2[cH:39][cH:40][cH:41][cH:42][cH:43]2)[c:44]2[c:45]3[c:69]([cH:70][cH:71][cH:72]2)[C:66]([CH3:67])([CH3:68])[c:48]2[c:47]([c:52]([P:53]([c:54]4[cH:55][cH:56][cH:57][cH:58][cH:59]4)[c:60]4[cH:61][cH:62][cH:63][cH:64][cH:65]4)[cH:51][cH:50][cH:49]2)[O:46]3)[cH:73][cH:74][cH:75][cH:76][cH:77]1>>[c:2]1(-[c:14]2[cH:15][cH:16][c:17]3[n:18]([n:19]2)[c:20]([CH2:23][c:24]2[cH:25][c:26]4[cH:27][c:28]([O:34][CH3:35])[cH:29][n:30][c:31]4[cH:32][cH:33]2)[n:21][n:22]3)[cH:3][c:4]([CH3:7])[n:5][s:6]1. Reactants: Cc1ccc(S(=O)(=O)OCCOc2ccc(Cc3cc(Br)ccc3Cl)cc2)cc1, [H-], [Na+], OC1CCOC1, C1CCOC1. The product is Clc1ccc(Br)cc1Cc1ccc(OCCOC2CCOC2)cc1. As a reaction SMILES: [CH3:9][c:10]1[cH:11][cH:12][c:13]([S:14]([O:15][CH2:20][CH2:21][O:22][c:23]2[cH:24][cH:25][c:26]([CH2:29][c:30]3[c:31]([Cl:37])[cH:32][cH:33][c:34]([Br:36])[cH:35]3)[cH:27][cH:28]2)(=[O:16])=[O:17])[cH:18][cH:19]1.[H-:7].[Na+:8].[O:1]1[CH2:2][CH:3]([OH:6])[CH2:4][CH2:5]1.[O:38]1[CH2:39][CH2:40][CH2:41][CH2:42]1>>[O:1]1[CH2:2][CH:3]([O:6][CH2:20][CH2:21][O:22][c:23]2[cH:24][cH:25][c:26]([CH2:29][c:30]3[c:31]([Cl:37])[cH:32][cH:33][c:34]([Br:36])[cH:35]3)[cH:27][cH:28]2)[CH2:4][CH2:5]1.